From a dataset of the Open Reaction Database (ORD), a public repository of structured organic reaction records. describe an organic reaction: reactants, conditions, products, and yield Starting materials: F[B-](F)(F)F, CCN(C(C)C)C(C)C, O=C(O)c1cnc(OCC2CC2)c(-c2ccc(Cl)cc2)c1, NC1CCCCC1O, CN(C)C=O, CN(C)C(On1nnc2ccccc21)=[N+](C)C. The product is O=C(NC1CCCCC1O)c1cnc(OCC2CC2)c(-c2ccc(Cl)cc2)c1. As a reaction SMILES: [B-:22]([F:23])([F:24])([F:25])[F:26].[CH:44]([N:45]([CH2:46][CH3:47])[CH:48]([CH3:49])[CH3:50])([CH3:51])[CH3:52].[Cl:1][c:2]1[cH:3][cH:4][c:5](-[c:8]2[c:9]([O:17][CH2:18][CH:19]3[CH2:20][CH2:21]3)[n:10][cH:11][c:12]([C:13](=[O:14])[OH:15])[cH:16]2)[cH:6][cH:7]1.[NH2:53][CH:54]1[CH:55]([OH:60])[CH2:56][CH2:57][CH2:58][CH2:59]1.[O:61]=[CH:62][N:63]([CH3:64])[CH3:65].[n:27]1([O:28][C:29]([N:30]([CH3:31])[CH3:32])=[N+:33]([CH3:34])[CH3:35])[c:36]2[cH:37][cH:38][cH:39][cH:40][c:41]2[n:42][n:43]1>>[Cl:1][c:2]1[cH:3][cH:4][c:5](-[c:8]2[c:9]([O:17][CH2:18][CH:19]3[CH2:20][CH2:21]3)[n:10][cH:11][c:12]([C:13](=[O:15])[NH:53][CH:54]3[CH:55]([OH:60])[CH2:56][CH2:57][CH2:58][CH2:59]3)[cH:16]2)[cH:6][cH:7]1. The reactants are C(C)(C)C1=CC=C(N)C=C1 (4-isopropylaniline), CC(=CC(=O)Cl)C (3,3-dimethylacryloyl chloride), N1=CC=CC=C1 (Pyridine). The solvent is C(Cl)Cl (CH2Cl2). Reaction conditions: temperature 25 celsius, time 12 hour. The product is C(C)(C)C1=CC=C(C=C1)NC(C=C(C)C)=O (3-Methyl-but-2-enoic acid (4-isopropyl-phenyl)-amide). As a reaction SMILES: [CH:1]([C:4]1[CH:10]=[CH:9][C:7]([NH2:8])=[CH:6][CH:5]=1)([CH3:3])[CH3:2].[CH3:11][C:12]([CH3:17])=[CH:13][C:14](Cl)=[O:15].N1C=CC=CC=1>C(Cl)Cl>[CH:1]([C:4]1[CH:10]=[CH:9][C:7]([NH:8][C:14](=[O:15])[CH:13]=[C:12]([CH3:17])[CH3:11])=[CH:6][CH:5]=1)([CH3:3])[CH3:2]. Procedure: To a solution of 4-isopropylaniline (5.0 g, 37.0 mmol) in 100 ml of anhydrous CH2Cl2 under argon at 0° C. was added 3,3-dimethylacryloyl chloride (4.12 ml, 37.0 mmol). Pyridine (3.0 ml, 40.6 mmol) was added, and the mixture was stirred at 25° C. for 12 hours. The reaction was quenched with water and extracted with ethyl ether. The organic layer was washed with water, and brine, dried over Na2SO4 and were in vacuo to give the title compound as a light brown solid.